This data is from the Open Reaction Database (ORD), a public repository of structured organic reaction records. The task is: describe an organic reaction: reactants, conditions, products, and yield Starting materials: C(C)(C)(C)OC(=O)NC(C(=O)O)C1=C(C=CC=C1)F (2-(tert-butoxycarbonylamino)-2-(2-fluorophenyl)acetic acid), C(=NC1CCCCC1)=NC1CCCCC1 (N,N′-methanediylidenedicyclohexanamine), N1(N=NC2=C1C=CC=C2)O (1H-benzo[d][1,2,3]triazol-1-ol), N12C[C@@H](C(CC1)CC2)O ((R)-quinuclidin-3-ol). Solvent: C1CCOC1 (THF). Yields the product C(C)(C)(C)OC(=O)NC(C(=O)O[C@H]1CN2CCC1CC2)C2=C(C=CC=C2)F ((R)-quinuclidin-3-yl 2-(tert-butoxycarbonylamino)-2-(2-fluorophenyl)acetate). Isolated yield 100.1%. Reaction SMILES: [C:1]([O:5][C:6]([NH:8][CH:9]([C:13]1[CH:18]=[CH:17][CH:16]=[CH:15][C:14]=1[F:19])[C:10]([OH:12])=[O:11])=[O:7])([CH3:4])([CH3:3])[CH3:2].C(=NC1CCCCC1)=NC1CCCCC1.N1(O)C2C=CC=CC=2N=N1.[N:45]12[CH2:52][CH2:51][CH:48]([CH2:49][CH2:50]1)[C@@H:47](O)[CH2:46]2>C1COCC1>[C:1]([O:5][C:6]([NH:8][CH:9]([C:13]1[CH:18]=[CH:17][CH:16]=[CH:15][C:14]=1[F:19])[C:10]([O:12][C@@H:47]1[CH:48]2[CH2:51][CH2:52][N:45]([CH2:50][CH2:49]2)[CH2:46]1)=[O:11])=[O:7])([CH3:4])([CH3:2])[CH3:3]. Reported procedure: To a solution of 2-(tert-butoxycarbonylamino)-2-(2-fluorophenyl)acetic acid (I55) (1.11 g, 4.12 mmol) in THF (50 ml), were added N,N′-methanediylidenedicyclohexanamine (1.02 g, 4.95 mmol), 1H-benzo[d][1,2,3]triazol-1-ol (0.67 g, 4.95 mmol), and (R)-quinuclidin-3-ol (0.63 g, 4.95 mmol). The reaction was stirred at RT for hours, and the solvent was evaporated. The residue was taken up with DCM, the insoluble solid was filtered off, and the organic solution was washed twice with aq. Na2CO3 and then...